The task is: describe an organic reaction: reactants, conditions, products, and yield. This data is from the Open Reaction Database (ORD), a public repository of structured organic reaction records. Reactants: COc1cc(N)cc(OC)c1, CCOCC, [I-], [K+], O=N[O-], N#N, [Na+], O, O=S(=O)(O)O. Product: COc1cc(I)cc(OC)c1. Reaction SMILES: [CH3:1][O:2][c:3]1[cH:4][c:5]([NH2:6])[cH:7][c:8]([O:10][CH3:11])[cH:9]1.[CH3:26][CH2:27][O:28][CH2:29][CH3:30].[I-:22].[K+:21].[N:17]([O-:18])=[O:19].[N:23]#[N:24].[Na+:20].[OH2:25].[S:12](=[O:13])(=[O:14])([OH:15])[OH:16]>>[CH3:1][O:2][c:3]1[cH:4][c:5]([I:22])[cH:7][c:8]([O:10][CH3:11])[cH:9]1. Reactants: O=C1CN(CCN1)C(=O)OC(C)(C)C (1,1-dimethylethyl 3-oxo-1-piperazinecarboxylate), [H-].[Na+] (NaH), C(C)N1N=CC=2C1=NC(=C(C2NC2CCOCC2)CNC(=O)C2=CC(=CC=C2)C(=O)NCC=2C=C(C(=CC2)F)C2=CC(=CC=C2)CI)CC (N-{[1,6-diethyl-4-(tetrahydro-2H-pyran-4-ylamino)-1H-pyrazolo[3,4-b]pyridin-5-yl]methyl}-N′-{[6-fluoro-3′-(iodomethyl)-3-biphenylyl]methyl}-1,3-benzenedicarboxamide). Solvent: CN(C)C=O (DMF), CN(C)C=O (DMF). Conditions: time 15 hour. The product is C(C)N1N=CC=2C1=NC(=C(C2NC2CCOCC2)CNC(=O)C2=CC(=CC=C2)C(=O)NCC=2C=C(C(=CC2)F)C2=CC(=CC=C2)CN2C(CNCC2)=O)CC (N-{[1,6-Diethyl-4-(tetrahydro-2H-pyran-4-ylamino)-1H-pyrazolo[3,4-b]pyridin-5-yl]methyl}-N′-({6-fluoro-3′-[(2-oxo-1-piperazinyl)methyl]-3-biphenylyl}methyl)-1,3-benzenedicarboxamide). Yield: 13.0%. Reaction SMILES: [O:1]=[C:2]1[NH:7][CH2:6][CH2:5][N:4](C(OC(C)(C)C)=O)[CH2:3]1.[H-].[Na+].[CH2:17]([N:19]1[C:23]2=[N:24][C:25]([CH2:64][CH3:65])=[C:26]([CH2:35][NH:36][C:37]([C:39]3[CH:44]=[CH:43][CH:42]=[C:41]([C:45]([NH:47][CH2:48][C:49]4[CH:50]=[C:51]([C:56]5[CH:61]=[CH:60][CH:59]=[C:58]([CH2:62]I)[CH:57]=5)[C:52]([F:55])=[CH:53][CH:54]=4)=[O:46])[CH:40]=3)=[O:38])[C:27]([NH:28][CH:29]3[CH2:34][CH2:33][O:32][CH2:31][CH2:30]3)=[C:22]2[CH:21]=[N:20]1)[CH3:18]>CN(C=O)C>[CH2:17]([N:19]1[C:23]2=[N:24][C:25]([CH2:64][CH3:65])=[C:26]([CH2:35][NH:36][C:37]([C:39]3[CH:44]=[CH:43][CH:42]=[C:41]([C:45]([NH:47][CH2:48][C:49]4[CH:50]=[C:51]([C:56]5[CH:61]=[CH:60][CH:59]=[C:58]([CH2:62][N:7]6[CH2:6][CH2:5][NH:4][CH2:3][C:2]6=[O:1])[CH:57]=5)[C:52]([F:55])=[CH:53][CH:54]=4)=[O:46])[CH:40]=3)=[O:38])[C:27]([NH:28][CH:29]3[CH2:34][CH2:33][O:32][CH2:31][CH2:30]3)=[C:22]2[CH:21]=[N:20]1)[CH3:18] |f:1.2|. Procedure: To a solution of 1,1-dimethylethyl 3-oxo-1-piperazinecarboxylate (0.027 g, 0.135 mmol) in DMF (0.25 mL) was added NaH (0.0033 g, 0.135 mmol). This mixture was stirred at room temperature for 5 min whereupon a solution of the above N-{[1,6-diethyl-4-(tetrahydro-2H-pyran-4-ylamino)-1H-pyrazolo[3,4-b]pyridin-5-yl]methyl}-N′-{[6-fluoro-3′-(iodomethyl)-3-biphenylyl]methyl}-1,3-benzenedicarboxamide in DMF (0.25 mL) was added. The resulting mixture was stirred for 15 h and purified with a Gilson HPLC (... Reported procedure: To a solution of 5 mmol of 10,11-dihydro-10-(4-nitrobenzoyl)-5H-imidazo[2,1-c][1,4]benzodiazepine in 100 ml of ethyl alcohol is added 0.5 g of 10% Pd/C and 10 mmol of hydrazine followed by stirring and heating under reflux for 3 hours. The reaction mixture is filtered through diatomaceous earth. The filtrate is concentrated in vacuo to a residue which is dissolved in methylene chloride and passed through a pad of hydrous magnesium silicate. The filtrate is concentrated in vacuo to give the desir... Reagents/catalysts: [Pd] (Pd/C). Run in C(C)O (ethyl alcohol). Reaction SMILES: [N+:1]([C:4]1[CH:25]=[CH:24][C:7]([C:8]([N:10]2[C:16]3[CH:17]=[CH:18][CH:19]=[CH:20][C:15]=3[CH2:14][N:13]3[CH:21]=[CH:22][N:23]=[C:12]3[CH2:11]2)=[O:9])=[CH:6][CH:5]=1)([O-])=O.NN>C(O)C.[Pd]>[NH2:1][C:4]1[CH:5]=[CH:6][C:7]([C:8]([N:10]2[C:16]3[CH:17]=[CH:18][CH:19]=[CH:20][C:15]=3[CH2:14][N:13]3[CH:21]=[CH:22][N:23]=[C:12]3[CH2:11]2)=[O:9])=[CH:24][CH:25]=1. The product is NC1=CC=C(C(=O)N2CC=3N(CC4=C2C=CC=C4)C=CN3)C=C1 (10,11-Dihydro-10-(4-aminobenzoyl)-5H-imidazo[2,1-c][1,4]benzodiazepine). Reactants: [N+](=O)([O-])C1=CC=C(C(=O)N2CC=3N(CC4=C2C=CC=C4)C=CN3)C=C1 (10,11-dihydro-10-(4-nitrobenzoyl)-5H-imidazo[2,1-c][1,4]benzodiazepine), NN (hydrazine). The reactants are COC=1C=C(C=CC1)[C@@H]1CNCCC1 ((R)(-)-3-(3-methoxyphenyl)piperidine), C1(=CC=CC=C1)CCC(=O)Cl (3-phenylpropionyl chloride), oil, [H-].[Al+3].[Li+].[H-].[H-].[H-] (lithium aluminum hydride). The solvent is C1(=CC=CC=C1)C (toluene), O1CCCC1 (tetrahydrofuran). The product is C1(=CC=CC=C1)CCCN1C[C@H](CCC1)C1=CC(=CC=C1)OC ((R)-1-(3-Phenylpropyl)-3-(3-methoxyphenyl)piperidine). RXN SMILES: [CH3:1][O:2][C:3]1[CH:4]=[C:5]([C@H:9]2[CH2:14][CH2:13][CH2:12][NH:11][CH2:10]2)[CH:6]=[CH:7][CH:8]=1.[C:15]1([CH2:21][CH2:22][C:23](Cl)=O)[CH:20]=[CH:19][CH:18]=[CH:17][CH:16]=1.[H-].[Al+3].[Li+].[H-].[H-].[H-]>C1(C)C=CC=CC=1.O1CCCC1>[C:15]1([CH2:21][CH2:22][CH2:23][N:11]2[CH2:12][CH2:13][CH2:14][C@H:9]([C:5]3[CH:6]=[CH:7][CH:8]=[C:3]([O:2][CH3:1])[CH:4]=3)[CH2:10]2)[CH:20]=[CH:19][CH:18]=[CH:17][CH:16]=1 |f:2.3.4.5.6.7|. Procedure: The title compound was prepared by acylation of 1.0 g (5.2 mmole) of the (R)(-)-3-(3-methoxyphenyl)piperidine from preparation 7, Part C, with 1.3 g (7.8 mmole) of 3-phenylpropionyl chloride in toluene, followed by reduction with 910 mg (24 mmole) of lithium aluminum hydride in tetrahydrofuran, using the procedure of Preparation 3. This afforded 1.9 g of an oil.